Task: describe an organic reaction: reactants, conditions, products, and yield. Dataset: the Open Reaction Database (ORD), a public repository of structured organic reaction records Starting materials: OC1=CC=C(C(=O)OC)C=C1 (methyl 4-hydroxybenzoate), OC[C@H](C)NC(OC(C)(C)C)=O (tert-butyl [(1S)-2-hydroxy-1-methylethyl]carbamate), C1(=CC=CC=C1)P(C1=CC=CC=C1)C1=CC=CC=C1 (triphenylphosphine), N(=NC(=O)OCC)C(=O)OCC (diethyl azodicarboxylate). The solvent is C1CCOC1 (THF), C1(=CC=CC=C1)C (toluene). Conditions: time 1 hour. Product: C(C)(=O)N[C@H](COC1=CC=C(C(=O)OC)C=C1)C (methyl 4-{[(2S)-2-(acetylamino)propyl]oxy}benzoate). Isolated yield 53.0%. As a reaction SMILES: [OH:1][C:2]1[CH:11]=[CH:10][C:5]([C:6]([O:8][CH3:9])=[O:7])=[CH:4][CH:3]=1.O[CH2:13][C@@H:14]([NH:16][C:17](=[O:23])OC(C)(C)C)[CH3:15].[C:24]1(P(C2C=CC=CC=2)C2C=CC=CC=2)C=CC=CC=1.N(C(OCC)=O)=NC(OCC)=O>C1COCC1.C1(C)C=CC=CC=1>[C:17]([NH:16][C@@H:14]([CH3:15])[CH2:13][O:1][C:2]1[CH:3]=[CH:4][C:5]([C:6]([O:8][CH3:9])=[O:7])=[CH:10][CH:11]=1)(=[O:23])[CH3:24]. Reported procedure: To a solution of methyl 4-hydroxybenzoate (4.77 g), tert-butyl [(1S)-2-hydroxy-1-methylethyl]carbamate (5.00 g) and triphenylphosphine (11.2 g) in THF (70 mL) was added dropwise a toluene solution (2.2 M, 20 mL) of diethyl azodicarboxylate, and the mixture was stirred at room temperature for 1 hr. The reaction mixture was concentrated under reduced pressure, and the residue was purified by silica gel column chromatography (ethyl acetate). Using the obtained residue, and in the same manner as in ... Starting materials: C(C)(C)(C)OC(=O)N1CC(CC1)NC(=O)C=1SC=CC1NC1=C2C(=NC=C1)NC=C2 (3-{[3-(1H-Pyrrolo[2,3-b]pyridin-4-ylamino)-thiophene-2-carbonyl]-amino}-pyrrolidine-1-carboxylic acid tert-butyl ester), NCC1=NC=CC=C1 (2-(aminomethyl)pyridine). The product is N1=C(C=CC=C1)CNC(=O)C=1SC=CC1NC1=C2C(=NC=C1)NC=C2 (3-(1H-Pyrrolo[2,3-b]pyridin-4-ylamino)-thiophene-2-carboxylic acid (pyridin-2-ylmethyl)-amide). Reaction SMILES: C(OC([N:8]1[CH2:12]C[CH:10]([NH:13][C:14]([C:16]2[S:17][CH:18]=[CH:19][C:20]=2[NH:21][C:22]2[CH:27]=[CH:26][N:25]=[C:24]3[NH:28][CH:29]=[CH:30][C:23]=23)=[O:15])[CH2:9]1)=O)(C)(C)C.N[CH2:32][C:33]1[CH:38]=CC=CN=1>>[N:8]1[CH:12]=[CH:38][CH:33]=[CH:32][C:9]=1[CH2:10][NH:13][C:14]([C:16]1[S:17][CH:18]=[CH:19][C:20]=1[NH:21][C:22]1[CH:27]=[CH:26][N:25]=[C:24]2[NH:28][CH:29]=[CH:30][C:23]=12)=[O:15]. Procedure details: This compound was prepared in an analogous manner as 3-{[3-(1H-Pyrrolo[2,3-b]pyridin-4-ylamino)-thiophene-2-carbonyl]-amino}-pyrrolidine-1-carboxylic acid tert-butyl ester using 2-(aminomethyl)pyridine instead of 1-BOC-3-aminopyrrolidine. LCMS (ESI) 350 (M+H) 1H NMR (400 MHz, DMSO-d6) δ ppm 11.55 (1H, br. s.) 10.25 (1H, s) 8.75 (1H, t, J=5.95 Hz) 8.43-8.49 (1H, m) 8.02 (1H, d, J=5.47 Hz) 7.83 (1H, d, J=5.27 Hz) 7.69-7.77 (1H, m) 7.49 (1H, d, J=5.47 Hz) 7.28-7.34 (2H, m) 7.21-7.27 (1H, m) 6.82 (1... Starting materials: C(C)(C)(C)OC(=O)N1CCC2=CC=C(C(=C12)C)[N+](=O)[O-] (1-t-Butoxycarbonyl-2,3-dihydro-7-methyl-6-nitroindole). The reagents and catalysts are [Pd] (palladium on carbon). The solvent is CO (methanol). Conditions: time 8 hour. Yields the product NC1=CC=C2CCN(C2=C1C)C(=O)OC(C)(C)C (6-amino-1-t-butoxycarbonyl-2,3-dihydro-7-methylindole). The yield is 93.4%. Reaction SMILES: [C:1]([O:5][C:6]([N:8]1[C:16]2[C:11](=[CH:12][CH:13]=[C:14]([N+:18]([O-])=O)[C:15]=2[CH3:17])[CH2:10][CH2:9]1)=[O:7])([CH3:4])([CH3:3])[CH3:2]>CO.[Pd]>[NH2:18][C:14]1[C:15]([CH3:17])=[C:16]2[C:11]([CH2:10][CH2:9][N:8]2[C:6]([O:5][C:1]([CH3:4])([CH3:3])[CH3:2])=[O:7])=[CH:12][CH:13]=1. Procedure details: 1-t-Butoxycarbonyl-2,3-dihydro-7-methyl-6-nitroindole (0.58 g; 2.2 mmol) is dissolved in methanol (5 mL), treated with a catalytic amount of 10% palladium on carbon and placed under an atmosphere of hydrogen. The solution is allowed to stir overnight. The black suspension is filtered through Celite and the solvent is removed by rotary evaporation to afford 0.51 g of 6-amino-1-t-butoxycarbonyl-2,3-dihydro-7-methylindole as a white solid. (99% yield) Starting materials: COC([C@]1(N(CCC1)S(=O)(=O)C1=CC=C(C)C=C1)O)=O (N-tosylhydroxy-L-proline methyl ester), [Li+].[BH4-] (LiBH4), C1(=CC=C(C=C1)S(=O)(=O)N1[C@@H](C[C@H](C1)O)CO)C ((2S,4R)-1-(4-toluenesulfonyl)-2-hydroxymethyl-4-hydroxy pyrrolidine), Cl (HCl). Run in C1CCOC1 (THF). Reaction conditions: temperature 0 celsius, time 1 hour. Product: S(=O)(=O)(C1=CC=C(C)C=C1)N1[C@](CO)(CCC1)O (N-tosylhydroxy-L-prolinol). Yield: 88.7%. As a reaction SMILES: C1(C)C=CC(S(N2C[C@H](O)C[C@H]2CO)(=O)=O)=CC=1.C[O:20][C:21](=O)[C@:22]1([OH:37])[CH2:26][CH2:25][CH2:24][N:23]1[S:27]([C:30]1[CH:36]=[CH:35][C:33]([CH3:34])=[CH:32][CH:31]=1)(=[O:29])=[O:28].[Li+].[BH4-].Cl>C1COCC1>[S:27]([N:23]1[CH2:24][CH2:25][CH2:26][C@@:22]1([OH:37])[CH2:21][OH:20])([C:30]1[CH:31]=[CH:32][C:33]([CH3:34])=[CH:35][CH:36]=1)(=[O:28])=[O:29] |f:2.3|. Procedure details: (2S,4R)-1-(4-toluenesulfonyl)-2-hydroxymethyl-4-hydroxy pyrrolidine. To a solution of N-tosylhydroxy-L-proline methyl ester (62.20 g, 0.21 mole) in THF (600 mL) at 0° C. was added LiBH4 (15.8 g, 0.73 mole) in small portions. The reaction mixture was stirred at 0° C. for 1 h and allowed to stand at 23° C. for 18 h. The reaction mixture was cooled to -20° C., made neutral with 6N HCl and concentrated under reduced pressure. The residue was treated with water (550 ml) and extracted with EtOAc (4×30... Reactants: CN(C)C(=O)Oc2ccc1ccccc1c2 (substrate), Cn2cnc(c1ccccc1)c2c3ccccc3 (effective_coupling_partner). Reagents/catalysts: dcypt. Run at temperature 110 celsius, time 36 hour. Yields the product Cn4c(c2ccc1ccccc1c2)nc(c3ccccc3)c4c5ccccc5. The reactants are CC(=O)O[BH-](OC(C)=O)OC(C)=O, COc1ccc2c(c1)CCN=C2C, [Na+]. Yields the product COc1ccc2c(c1)CCNC2C. RXN SMILES: [C:14]([O:15][BH-:16]([O:17][C:18](=[O:19])[CH3:20])[O:21][C:22](=[O:23])[CH3:24])(=[O:25])[CH3:26].[CH3:1][C:2]1=[N:3][CH2:4][CH2:5][c:6]2[cH:7][c:8]([O:12][CH3:13])[cH:9][cH:10][c:11]21.[Na+:27]>>[CH3:1][CH:2]1[NH:3][CH2:4][CH2:5][c:6]2[cH:7][c:8]([O:12][CH3:13])[cH:9][cH:10][c:11]21. Starting materials: C(CC)(=O)N1C(C(C=2C=C3C(=CC12)OCO3)CCBr)C (5-propionyl-6-methyl-6,7-dihydro-7-(2-bromoethyl)-5H-1,3-dioxolo[4,5-f]indole), C1(=CC=CC=C1)C1CCNCC1 (4-phenylpiperidine), ClC1=CC=C(C=C1)C1CCNCC1 (4-(p-chlorophenyl)piperidine), FC(C1=CC=C(C=C1)C=1CCNCC1)(F)F (1,2,3,6-tetrahydro-4-(α,α,α-trifluoro-p-tolyl)pyridine). The product is C(CC)(=O)N1C(C(C=2C=C3C(=CC12)OCO3)CCN3CCC(CC3)C3=CC=CC=C3)C (5-propionyl-6-methyl-6,7-dihydro-7-[2-(4-phenylpiperidino) ethyl]-5H-1,3-dioxolo[4,5-f]indole), C(CC)(=O)N1C(C(C=2C=C3C(=CC12)OCO3)CCN3CCC(CC3)C3=CC=C(C=C3)Cl)C (5-propionyl-6-methyl-6,7-dihydro-7-{2-[4(p-chlorophenyl)piperidino]ethyl}-5H-1,3-dioxolo-[4,5-f]-indole), C(CC)(=O)N1C(C(C=2C=C3C(=CC12)OCO3)CCN3C(CC=CC3)C3=CC=C(C=C3)C(F)(F)F)C (5-propionyl-6-methyl-6,7-dihydro-7-{2-[3,6-dihydro-(α,α,α-trifluoro-p-tolyl)-1(2H)-pyridyl]ethyl}-5H-1,3-dioxolo[4,5-f]indole). Reaction SMILES: [C:1]([N:5]1[C:13]2[CH:12]=[C:11]3[O:14][CH2:15][O:16][C:10]3=[CH:9][C:8]=2[CH:7]([CH2:17][CH2:18]Br)[CH:6]1[CH3:20])(=[O:4])[CH2:2][CH3:3].[C:21]1([CH:27]2[CH2:32][CH2:31][NH:30][CH2:29][CH2:28]2)[CH:26]=[CH:25][CH:24]=[CH:23][CH:22]=1.[Cl:33][C:34]1[CH:39]=[CH:38][C:37]([CH:40]2[CH2:45][CH2:44][NH:43][CH2:42][CH2:41]2)=[CH:36][CH:35]=1.[F:46][C:47]([F:61])([F:60])[C:48]1[CH:53]=[CH:52][C:51]([C:54]2[CH2:55][CH2:56]NCC=2)=[CH:50][CH:49]=1>>[C:1]([N:5]1[C:13]2[CH:12]=[C:11]3[O:14][CH2:15][O:16][C:10]3=[CH:9][C:8]=2[CH:7]([CH2:17][CH2:18][N:30]2[CH2:31][CH2:32][CH:27]([C:21]3[CH:26]=[CH:25][CH:24]=[CH:23][CH:22]=3)[CH2:28][CH2:29]2)[CH:6]1[CH3:20])(=[O:4])[CH2:2][CH3:3].[C:1]([N:5]1[C:13]2[CH:12]=[C:11]3[O:14][CH2:15][O:16][C:10]3=[CH:9][C:8]=2[CH:7]([CH2:17][CH2:18][N:43]2[CH2:44][CH2:45][CH:40]([C:37]3[CH:36]=[CH:35][C:34]([Cl:33])=[CH:39][CH:38]=3)[CH2:41][CH2:42]2)[CH:6]1[CH3:20])(=[O:4])[CH2:2][CH3:3].[C:1]([N:5]1[C:13]2[CH:12]=[C:11]3[O:14][CH2:15][O:16][C:10]3=[CH:9][C:8]=2[CH:7]([CH2:17][CH2:18][N:30]2[CH2:29][CH:28]=[CH:56][CH2:55][CH:54]2[C:51]2[CH:50]=[CH:49][C:48]([C:47]([F:46])([F:60])[F:61])=[CH:53][CH:52]=2)[CH:6]1[CH3:20])(=[O:4])[CH2:2][CH3:3]. Procedure: In the manner described in Example 1, reaction of 5-propionyl-6-methyl-6,7-dihydro-7-(2-bromoethyl)-5H-1,3-dioxolo[4,5-f]indole with 4-phenylpiperidine, 4-(p-chlorophenyl)piperidine, or 1,2,3,6-tetrahydro-4-(α,α,α-trifluoro-p-tolyl)pyridine provides the corresponding 5-propionyl-6-methyl-6,7-dihydro-7-[2-(4-phenylpiperidino) ethyl]-5H-1,3-dioxolo[4,5-f]indole, 5-propionyl-6-methyl-6,7-dihydro-7-{2-[4(p-chlorophenyl)piperidino]ethyl}-5H-1,3-dioxolo-[4,5-f]-indole, and 5-propionyl-6-methyl-6,7-dih... Starting materials: C1(=CC=CC=C1)C (toluene), C([O-])([O-])=O.[Na+].[Na+] (sodium carbonate), BrC1=CC=2NC3=CC(=CC=C3C2C=C1)Br (2,7-dibromocarbazole), C1(=CC=CC=C1)B(O)O (phenyl boronic acid), tetrakis triphenyl phosphine palladium. Run in C(C)O (ethanol). Yields the product C1(=CC=CC=C1)C1=CC=2NC3=CC(=CC=C3C2C=C1)C1=CC=CC=C1 (2,7-diphenyl carbazole). Reaction SMILES: [C:1]1([CH3:7])[CH:6]=[CH:5][CH:4]=[CH:3][CH:2]=1.C(=O)([O-])[O-].[Na+].[Na+].BrC1[CH:27]=[CH:26][C:25]2[C:24]3[C:19](=[CH:20][C:21](Br)=[CH:22][CH:23]=3)[NH:18][C:17]=2[CH:16]=1.[C:29]1(B(O)O)[CH:34]=[CH:33][CH:32]=[CH:31][CH:30]=1>C(O)C>[C:1]1([C:7]2[CH:27]=[CH:26][C:25]3[C:24]4[C:19](=[CH:20][C:21]([C:29]5[CH:34]=[CH:33][CH:32]=[CH:31][CH:30]=5)=[CH:22][CH:23]=4)[NH:18][C:17]=3[CH:16]=2)[CH:6]=[CH:5][CH:4]=[CH:3][CH:2]=1 |f:1.2.3|. Reported procedure: Add 80 ml of toluene, 20 ml of ethanol, and 40 g of 2M sodium carbonate aqueous solution to 6.50 g of 2,7-dibromocarbazole, 7.32 g of phenyl boronic acid, 0.734 g of tetrakis triphenyl phosphine palladium; reflux the mixture for three hours while heating in nitrogen atmosphere followed by cooling down to room temperature; filter the mixture to remove insoluble matters; distill away the solvent to obtain 4.15 g of pale bark powder of 2,7-diphenyl carbazole; mix 4.01 g of the thus obtained 2,7-dip... Starting materials: C1OC23[C@]4(C)[C@@H](CC2(OCCO3)OC1)[C@@H]1CC=C3CCCC[C@@H]3[C@H]1[C@H](C4)C4=CC=C(C=C4)OC (17,17-bis-(ethylenedioxy)-11β-(4-methoxyphenyl)-5-oestrene), C(O)([O-])=O.[Na+] (sodium hydrogen carbonate). The solvent is CC(=O)C (acetone), Cl (hydrochloric acid). Run at temperature 40 celsius, time 2 hour. The product is COC1=CC=C(C=C1)[C@@H]1[C@@H]2[C@H]3CCC(C=C3CC[C@H]2[C@@H]2CCC([C@@]2(C)C1)=O)=O (11β-(4-methoxyphenyl)-4-oestrene-3,17-dione). As a reaction SMILES: C1CO[C:8]23OCCO[C:3]2([C@:4]2([CH2:26][C@H:25]([C:27]4[CH:32]=[CH:31][C:30]([O:33][CH3:34])=[CH:29][CH:28]=4)[C@H:24]4[C@@H:15]([CH2:16][CH:17]=[C:18]5[C@@H:23]4[CH2:22][CH2:21][CH2:20][CH2:19]5)[C@@H:6]2[CH2:7]3)[CH3:5])[O:2]1.C(=O)([O-])[OH:36].[Na+]>CC(C)=O.Cl>[CH3:34][O:33][C:30]1[CH:31]=[CH:32][C:27]([C@H:25]2[CH2:26][C@@:4]3([CH3:5])[C@@H:6]([CH2:7][CH2:8][C:3]3=[O:2])[C@H:15]3[C@H:24]2[C@@H:23]2[C:18]([CH2:17][CH2:16]3)=[CH:19][C:20](=[O:36])[CH2:21][CH2:22]2)=[CH:28][CH:29]=1 |f:1.2|. Reported procedure: 17,17-bis-(ethylenedioxy)-11β-(4-methoxyphenyl)-5-oestrene are dissolved in 500 ml of acetone and, under an inert gas, 12.5 ml of 4N aqueous hydrochloric acid are added. The reaction mixture is stirred for 2 hours at 40° C. and then poured onto cold saturated sodium hydrogen carbonate solution, and the aqueous phase is extracted repeatedly with methylene chloride. The combined organic phases are dried over sodium sulphate and concentrated in vacuo. The residue is chromatographed on silica gel wi...